Dataset: the Open Reaction Database (ORD), a public repository of structured organic reaction records. Task: describe an organic reaction: reactants, conditions, products, and yield The reactants are ClC=1C=C(C=CC1)C1CN(C(O1)=O)C(CC1=CC(=C(C=C1)OC)OC)C (5-(3-chlorophenyl)-3-[2-(3,4-dimethyloxyphenyl)-1-methylethyl]-2-oxazolidinone), CO (methyl alcohol), B(Br)(Br)Br (boron tribromide), O (water), CO (methyl alcohol). Solvent: C(Cl)Cl (methylene chloride), C(Cl)Cl (methylene chloride). Run at temperature 5 celsius, time 20 minute. The product is ClC=1C=C(C=CC1)C1CN(C(O1)=O)C(CC1=CC(=C(C=C1)O)O)C (5-(3-Chlorophenyl)-3-[2-(3,4-dihydroxyphenyl)-1-methylethyl]-2-oxazolidinone). Isolated yield 92.7%. Reaction SMILES: [Cl:1][C:2]1[CH:3]=[C:4]([CH:8]2[O:12][C:11](=[O:13])[N:10]([CH:14]([CH3:26])[CH2:15][C:16]3[CH:21]=[CH:20][C:19]([O:22]C)=[C:18]([O:24]C)[CH:17]=3)[CH2:9]2)[CH:5]=[CH:6][CH:7]=1.B(Br)(Br)Br.CO.O>C(Cl)Cl>[Cl:1][C:2]1[CH:3]=[C:4]([CH:8]2[O:12][C:11](=[O:13])[N:10]([CH:14]([CH3:26])[CH2:15][C:16]3[CH:21]=[CH:20][C:19]([OH:22])=[C:18]([OH:24])[CH:17]=3)[CH2:9]2)[CH:5]=[CH:6][CH:7]=1. Procedure: Twenty grams of [R-(R*,R*)]-5-(3-chlorophenyl)-3-[2-(3,4-dimethyloxyphenyl)-1-methylethyl]-2-oxazolidinone, prepared by the procedure described in U.S. Pat. No. 5.061,727, is dissolved in 100 ml of methylene chloride and cooled to 5° C. under a stream of argon. Ten ml of boron tribromide in 10 ml of methylene chloride is added dropwise over 25 minutes. The reaction mixture is stirred for 20 minutes at 0°-5° C. One hundred and fifty ml of methyl alcohol is added over 40 minutes and the reaction i... The reactants are NC1=C(C=CC(=N1)NC(=O)C1=C(C=CC=C1)F)Br (N-(6-amino-5-bromo(2-pyridyl))(2-fluorophenyl)carboxamide), bis(ditertbutyl(4-dimethylaminophenyl)phosphine)dichloropalladium (II), [O-]P(=O)([O-])[O-].[K+].[K+].[K+] (K3PO4), C(C)#N (ACN). Solvent: O1CCOCC1 (dioxane), O (H2O). Conditions: temperature 85 celsius. Product: NC1=C(C=CC(=N1)NC(=O)C1=C(C=CC=C1)F)C1=CC(=NN1C)C1=CC=CC=C1 (N-[6-amino-5-(1-methyl-3-phenylpyrazol-5-yl)(2-pyridyl)](2-fluorophenyl)carboxamide). The yield is 4.0%. As a reaction SMILES: [NH2:1][C:2]1[N:7]=[C:6]([NH:8][C:9]([C:11]2[CH:16]=[CH:15][CH:14]=[CH:13][C:12]=2[F:17])=[O:10])[CH:5]=[CH:4][C:3]=1Br.[O-]P([O-])([O-])=O.[K+].[K+].[K+].[C:27](#[N:29])[CH3:28]>O1CCOCC1.O>[NH2:1][C:2]1[N:7]=[C:6]([NH:8][C:9]([C:11]2[CH:16]=[CH:15][CH:14]=[CH:13][C:12]=2[F:17])=[O:10])[CH:5]=[CH:4][C:3]=1[C:6]1[N:7]([CH3:2])[N:29]=[C:27]([C:11]2[CH:16]=[CH:15][CH:14]=[CH:13][CH:12]=2)[CH:28]=1 |f:1.2.3.4|. Procedure: A mixture of N-(6-amino-5-bromo(2-pyridyl))(2-fluorophenyl)carboxamide (61) (16 mg, 0.05 mmol), bis(ditertbutyl(4-dimethylaminophenyl)phosphine)dichloropalladium (II) (4 mg, 10% mol) and K3PO4 (11 mg, 0.05 mmol) in 0.5 ml ACN, 0.5 ml dioxane, 0.2 ml H2O was bubbled with argon before heated at 85° C. for 4 h. After cooling down to r.t., the reaction mixture was taken up in EA, washed with aq. NaHCO3 and brine. Org. phase was dried over Na2SO4, concentrated to dryness. Flash silica gel column puri... Starting materials: CCOC(=O)N1CCC(Br)C(OC(C)=O)C1, C1CCC2=NCCCN2CC1, Cc1ccccc1. Product: CCOC(=O)N1CC=CC(OC(C)=O)C1. As a reaction SMILES: [C:1]([CH3:2])(=[O:3])[O:4][CH:5]1[CH2:6][N:7]([C:12](=[O:13])[O:14][CH2:15][CH3:16])[CH2:8][CH2:9][CH:10]1[Br:11].[CH2:17]1[CH2:18][CH2:19][C:20]2=[N:25][CH2:24][CH2:23][CH2:22][N:21]2[CH2:26][CH2:27]1.[CH3:28][c:29]1[cH:30][cH:31][cH:32][cH:33][cH:34]1>>[C:1]([CH3:2])(=[O:3])[O:4][CH:5]1[CH2:6][N:7]([C:12](=[O:13])[O:14][CH2:15][CH3:16])[CH2:8][CH:9]=[CH:10]1. Procedure details: An aqueous solution medium having a composition of 10% of glucose, 4% of ammonium sulfate, 0.1% of potassium primary phosphate, 0.04% of magnesium sulfate, 0.001% of ferrous sulfate, 0.001% of manganese sulfate, 100 μg/l of thiamine hydrochloride, 100 μg/l of biotin, 5 ml/dl of Aji-Eki® and 0.2% of yeast extract, at pH 7.0, was charged in an amount of 300 ml into separate small sized glass jar fermenters. After sterilizing in a conventional manner, the various L-arginine-producing bacterial stra... The reagents and catalysts are S(=O)(=O)([O-])[O-].[Mn+2] (manganese sulfate). As a reaction SMILES: O=C[C@@H]([C@H]([C@@H]([C@@H](CO)O)O)O)O.S([O-])([O-])(=O)=O.[NH4+:18].[NH4+:19].[K].S([O-])([O-])(=O)=O.[Mg+2].CC1[N+](C[C:34]2[CH:35]=[N:36][C:37](C)=[N:38][C:39]=2N)=CSC=1CCO.Cl.[Cl-].[OH:47][C:48]([CH2:50]CCC[C@H]1[C@@H]2[C@@H](NC(N2)=O)CS1)=[O:49]>S([O-])([O-])(=O)=O.[Mn+2]>[NH2:18][C@H:50]([C:48]([OH:47])=[O:49])[CH2:35][CH2:34][CH2:39][NH:38][C:37](=[NH:36])[NH2:19] |f:1.2.3,5.6,7.8.9,11.12,^1:19|. Yields the product N[C@@H](CCCNC(N)=N)C(=O)O (L-arginine). Reactants: O=C[C@H](O)[C@@H](O)[C@H](O)[C@H](O)CO (glucose), ferrous sulfate, S(=O)(=O)([O-])[O-].[Mg+2] (magnesium sulfate), OC(=O)CCCC[C@@H]1SC[C@@H]2NC(=O)N[C@H]12 (biotin), S(=O)(=O)([O-])[O-].[NH4+].[NH4+] (ammonium sulfate), [K] (potassium), CC1=C(SC=[N+]1CC=2C=NC(=NC2N)C)CCO.Cl.[Cl-] (thiamine hydrochloride). Reactants: CCOP(=O)(OCC)C(CCc1ccccc1)NC(CC(C)C)C(=O)OCc1ccccc1, CCO, [H][H]. Product: CCOP(=O)(OCC)C(CCc1ccccc1)NC(CC(C)C)C(=O)O. Reaction SMILES: [CH2:1]([c:2]1[cH:3][cH:4][cH:5][cH:6][cH:7]1)[O:8][C:9]([CH:10]([NH:11][CH:12]([CH2:13][CH2:14][c:15]1[cH:16][cH:17][cH:18][cH:19][cH:20]1)[P:21](=[O:22])([O:23][CH2:24][CH3:25])[O:26][CH2:27][CH3:28])[CH2:29][CH:30]([CH3:31])[CH3:32])=[O:33].[CH3:36][CH2:37][OH:38].[H:34][H:35]>>[O:8]=[C:9]([CH:10]([NH:11][CH:12]([CH2:13][CH2:14][c:15]1[cH:16][cH:17][cH:18][cH:19][cH:20]1)[P:21](=[O:22])([O:23][CH2:24][CH3:25])[O:26][CH2:27][CH3:28])[CH2:29][CH:30]([CH3:31])[CH3:32])[OH:33]. The reactants are FC(C(=O)O)(F)F (trifluoroacetic acid), C1(=CC=CC=C1)C (Toluene), FC(C(=O)O)(F)F (trifluoroacetic acid), O=C(CN/C(=N\C(=O)OC(C)(C)C)/NC(=O)OC(C)(C)C)CCCCC(CN/C(=N\C(=O)OC(C)(C)C)/NC(=O)OC(C)(C)C)=O ((E,E)-1,1′-(2,7-Dioxooctane-1,8-diyl)bis(2′,3-dibocguanidine)). The solvent is O (Water). Conditions: temperature 75 celsius, time 16 hour. Product: FC(C(=O)[O-])(F)F.C(CCCC=1[NH+]=C(NC1)N)C=1[NH+]=C(NC1)N.FC(C(=O)[O-])(F)F (4,4′-(Butane-1,4-diyl)bis(2-amino-1H-imidazol-3-ium) 2,2,2-trifluoroacetate). Isolated yield 100.1%. RXN SMILES: C1(C)C=CC=CC=1.[F:8][C:9]([F:14])([F:13])[C:10]([OH:12])=[O:11].O=[C:16]([CH2:36][CH2:37][CH2:38][CH2:39][C:40](=O)[CH2:41][NH:42]/[C:43](/[NH:52]C(OC(C)(C)C)=O)=[N:44]\C(OC(C)(C)C)=O)[CH2:17][NH:18]/[C:19](/[NH:28]C(OC(C)(C)C)=O)=[N:20]\C(OC(C)(C)C)=O>O>[F:8][C:9]([F:14])([F:13])[C:10]([O-:12])=[O:11].[CH2:39]([C:40]1[NH+:44]=[C:43]([NH2:52])[NH:42][CH:41]=1)[CH2:38][CH2:37][CH2:36][C:16]1[NH+:20]=[C:19]([NH2:28])[NH:18][CH:17]=1.[F:8][C:9]([F:14])([F:13])[C:10]([O-:12])=[O:11] |f:4.5.6|. Reported procedure: Toluene (40 mL) and trifluoroacetic acid (650 μL, 8.36 mmol, 10.0 equiv) were added via syringe to a flask charged with ketoguanidine 75 (549 mg, 0.836 mmol, 1 equiv) and the resulting mixture was heated to 75° C. After 16 h, the reaction mixture was allowed to cool to 23° C. and was concentrated under reduced pressure. Water (20 mL) and trifluoroacetic acid (650 μL, 8.36 mmol, 10.0 equiv) were added via syringe to the residue and the resulting mixture was heated to 100° C. After 45 h, the react... The reactants are ClC1=NS(C2=C(N1)C=C(S2)Cl)(=O)=O (3,6-dichloro-4H-thieno[3,2-e]-1,2,4-thiadiazine 1,1-dioxide), CC(CC)(C)N (1,1-dimethylpropylamine). The product is ClC1=CC=2NC(=NS(C2S1)(=O)=O)NC(CC)(C)C (6-Chloro-3-(1,1-dimethylpropylamino)-4H-thieno[3,2-e]-1,2,4-thiadiazine 1,1-dioxide). The yield is 56.5%. Reaction SMILES: Cl[C:2]1[NH:7][C:6]2[CH:8]=[C:9]([Cl:11])[S:10][C:5]=2[S:4](=[O:13])(=[O:12])[N:3]=1.[CH3:14][C:15]([NH2:19])([CH3:18])[CH2:16][CH3:17]>>[Cl:11][C:9]1[S:10][C:5]2[S:4](=[O:13])(=[O:12])[N:3]=[C:2]([NH:19][C:15]([CH3:18])([CH3:14])[CH2:16][CH3:17])[NH:7][C:6]=2[CH:8]=1. Procedure: A solution of 3,6-dichloro-4H-thieno[3,2-e]-1,2,4-thiadiazine 1,1-dioxide (5.0 g, 19.45 mmol) in 1,1-dimethylpropylamine (10 ml, 85.7 mmol) was stirred for 30 h at 125° C. in a sealed flask. The cooled solution was concentrated in vacuo and the residue was stirred with water (25 ml) followed by adjustment to pH 2 with 4M hydrochloric acid. The resulting precipitate was isolated by filtration, washed with water, and then redissolved by slightly heating in 1N sodium hydroxide (130 ml) followed by ...